From a dataset of the Open Reaction Database (ORD), a public repository of structured organic reaction records. describe an organic reaction: reactants, conditions, products, and yield The reactants are COC([C@H](CC(CC1=CC=CC=C1)(F)F)NC(=O)N1CCOCC1)=O ((S)-4,4-difluoro-2-[(morpholine-4-carbonyl)-amino]-5-phenyl-pentanoic acid methyl ester), LiOH mono hydrate. Solvent: O (water), CO.O (MeOH H2O). Conditions: time 2.5 hour. The product is FC(C[C@@H](C(=O)O)NC(=O)N1CCOCC1)(CC1=CC=CC=C1)F ((S)-4,4-Difluoro-2-[(morpholine-4-carbonyl)-amino]-5-phenyl-pentanoic acid). Yield: 93.0%. Reaction SMILES: C[O:2][C:3](=[O:25])[C@@H:4]([NH:16][C:17]([N:19]1[CH2:24][CH2:23][O:22][CH2:21][CH2:20]1)=[O:18])[CH2:5][C:6]([F:15])([F:14])[CH2:7][C:8]1[CH:13]=[CH:12][CH:11]=[CH:10][CH:9]=1>CO.O.O>[F:15][C:6]([F:14])([CH2:7][C:8]1[CH:13]=[CH:12][CH:11]=[CH:10][CH:9]=1)[CH2:5][C@H:4]([NH:16][C:17]([N:19]1[CH2:20][CH2:21][O:22][CH2:23][CH2:24]1)=[O:18])[C:3]([OH:25])=[O:2] |f:1.2|. Procedure: To a solution of (S)-4,4-difluoro-2-[(morpholine-4-carbonyl)-amino]-5-phenyl-pentanoic acid methyl ester (2.81 g, 7.88 mmol) in MeOH:H2O (2:1 vol, 40 mL) is added LiOH mono hydrate (662 mg, 15.76 mmol). The mixture is stirred at room temperature for 2.5 h, and then diluted with water (30 mL). Methanol is removed in vacuum. The pH is adjusted to pH 1 with 6N HCl and the aqueous layer is extracted with dichloromethane (2×30 mL). The organic layers are dried over magnesium sulfate and concentrated ... Solvent: CN(C(C)=O)C (N,N-dimethylacetamide). Starting materials: O (water), S(=O)(Cl)Cl (Thionyl chloride), OC(C(=O)O)(CC)C (2-hydroxy-methylbutyric acid), NC=1SC(=NN1)C(=O)C1=CC=CC=C1 (2-amino-5-(phenylcarbonyl)-1,3,4-thiadiazole). RXN SMILES: S(Cl)(Cl)=O.[OH:5][C:6]([CH3:12])([CH2:10][CH3:11])[C:7](O)=[O:8].[NH2:13][C:14]1[S:15][C:16]([C:19]([C:21]2[CH:26]=[CH:25][CH:24]=[CH:23][CH:22]=2)=[O:20])=[N:17][N:18]=1.O>CN(C)C(=O)C>[C:21]1([C:19]([C:16]2[S:15][C:14]([NH:13][C:7](=[O:8])[C:6]([OH:5])([CH3:12])[CH2:10][CH3:11])=[N:18][N:17]=2)=[O:20])[CH:22]=[CH:23][CH:24]=[CH:25][CH:26]=1. Procedure details: Thionyl chloride (60 μl, 0.82 mmol) is added to 2-hydroxy-methylbutyric acid (96.0 mg, 0.813 mmol) in 5.0 ml of N,N-dimethylacetamide at -20°/-15° C. and the mixture is stirred at -15°/-10° C. for one hour. After adding 2-amino-5-(phenylcarbonyl)-1,3,4-thiadiazole (102.3 mg, 0.499 mmol) and equilibrating the reaction mixture to room temperature, it is stirred overnight. The reaction mixture is poured into 100 ml of water and subjected to extraction with 3×25 ml of ethyl acetate. The combined org... Product: C1(=CC=CC=C1)C(=O)C1=NN=C(S1)NC(C(CC)(C)O)=O (N-[5-(Phenylcarbonyl)-1,3,4-thiadiazol-2-yl]-2-hydroxy-2-methylbutanamide). Reaction conditions: temperature -10 celsius, time 1 hour. Procedure: To the compound (500 mg) obtained in Step 3 were added 3-fluorophenol (84 μl), potassium carbonate (250 mg) and DMF (2 ml), and the mixture was stirred overnight at 95° C. The reaction mixture was diluted with ethyl acetate. After washing with water, the organic layer was dried over anhydrous magnesium sulfate. The solvent was evaporated to give the title compound as a crude product. Solvent: C(C)(=O)OCC (ethyl acetate). RXN SMILES: Cl[CH2:2][C@@H:3]([NH:5][C:6](=[O:12])[O:7][C:8]([CH3:11])([CH3:10])[CH3:9])[CH3:4].[F:13][C:14]1[CH:15]=[C:16]([OH:20])[CH:17]=[CH:18][CH:19]=1.C(=O)([O-])[O-].[K+].[K+].CN(C=O)C>C(OCC)(=O)C>[F:13][C:14]1[CH:15]=[C:16]([CH:17]=[CH:18][CH:19]=1)[O:20][CH2:2][C@@H:3]([NH:5][C:6](=[O:12])[O:7][C:8]([CH3:11])([CH3:10])[CH3:9])[CH3:4] |f:2.3.4|. Yields the product FC=1C=C(OC[C@H](C)NC(OC(C)(C)C)=O)C=CC1 (t-butyl (1S)-2-(3-fluorophenoxy)-1-methylethylcarbamate), crude product. Run at temperature 95 celsius, time 8 hour. Reactants: ClC[C@H](C)NC(OC(C)(C)C)=O (t-butyl (1S)-2-chloro-1-methylethylcarbamate), FC=1C=C(C=CC1)O (3-fluorophenol), C([O-])([O-])=O.[K+].[K+] (potassium carbonate), CN(C)C=O (DMF). The reactants are C(C)(=O)NC1=C(N(C2=CC(=CC=C12)Cl)C(=O)OCC)C(C1=CC=C(C=C1)Cl)=O (3-Acetylamino-6-chloro-1-ethoxycarbonyl-2-(4-chlorobenzoyl)indole). Solvent: C(C)(=O)OCC.CCCCCC (ethyl acetate hexane). The product is C(C)(=O)NC1=C(NC2=CC(=CC=C12)Cl)C(C1=CC=C(C=C1)Cl)=O (3-Acetylamino-6-chloro-2-(4-chlorobenzoyl)indole). As a reaction SMILES: [C:1]([NH:4][C:5]1[C:13]2[C:8](=[CH:9][C:10]([Cl:14])=[CH:11][CH:12]=2)[N:7](C(OCC)=O)[C:6]=1[C:20](=[O:28])[C:21]1[CH:26]=[CH:25][C:24]([Cl:27])=[CH:23][CH:22]=1)(=[O:3])[CH3:2]>C(OCC)(=O)C.CCCCCC>[C:1]([NH:4][C:5]1[C:13]2[C:8](=[CH:9][C:10]([Cl:14])=[CH:11][CH:12]=2)[NH:7][C:6]=1[C:20](=[O:28])[C:21]1[CH:26]=[CH:25][C:24]([Cl:27])=[CH:23][CH:22]=1)(=[O:3])[CH3:2] |f:1.2|. Procedure details: The title compound was prepared according to the procedure described in step 2 of Example 2 (Method A) from 3-acetylamino-6-chloro-2-(4-chlorobenzoyl)-1-(ethoxycarbonyl)indole (step 1). m.p.: 175-176° C. (ethyl acetate/hexane)